describe an organic reaction: reactants, conditions, products, and yield From a dataset of the Open Reaction Database (ORD), a public repository of structured organic reaction records. Product: NC=1C(=NC(=C(N1)C1=CC=CC=C1)C=1C=NC(=CC1)OC)C(=O)N (3-amino-6-(6-methoxy-3-pyridyl)-5-phenyl-2-pyrazinecarboxamide). Starting materials: O (water), NC=1C(=NC(=C(N1)C1=CC=CC=C1)C=1C=NC(=CC1)OC)C#N (3-Amino-6-(6-methoxy-3-pyridyl)-5-phenyl-2-pyrazinecarbonitrile), [OH-].[Na+] (NaOH). Reaction conditions: temperature 27.5 celsius, time 3 hour. As a reaction SMILES: [NH2:1][C:2]1[C:3]([C:22]#[N:23])=[N:4][C:5]([C:14]2[CH:15]=[N:16][C:17]([O:20][CH3:21])=[CH:18][CH:19]=2)=[C:6]([C:8]2[CH:13]=[CH:12][CH:11]=[CH:10][CH:9]=2)[N:7]=1.[OH2:24].[OH-].[Na+]>Br>[NH2:1][C:2]1[C:3]([C:22]([NH2:23])=[O:24])=[N:4][C:5]([C:14]2[CH:15]=[N:16][C:17]([O:20][CH3:21])=[CH:18][CH:19]=2)=[C:6]([C:8]2[CH:9]=[CH:10][CH:11]=[CH:12][CH:13]=2)[N:7]=1 |f:2.3|. Procedure: 3-Amino-6-(6-methoxy-3-pyridyl)-5-phenyl-2-pyrazinecarbonitrile (100 mg) was dissolved in 30% hydrogen bromide solution in ACOH (1 ml). The solution was stirred at 25-30° C. for 3 hours. To the solution was added water. The pH of the aqueous mixture was adjusted to 6-7 with 12% aq. NaOH. The crystals were precipitated. The suspension was stirred at 25-30° C. for 3 hours, and stood for 10 hours in refrigerator. The crystals was collected by filtration and dried in vacuo, to give 3-amino-6-(6-meth... Run in Br (hydrogen bromide). Starting materials: COCCCOS(C)(=O)=O, CC#N, [K+], [K+], O=[N+]([O-])c1ccc2cn[nH]c2c1, O=C([O-])[O-], O. The product is COCCCn1ncc2ccc([N+](=O)[O-])cc21. RXN SMILES: [CH3:13][S:14]([O:15][CH2:18][CH2:19][CH2:20][O:21][CH3:22])(=[O:16])=[O:17].[CH3:30][C:31]#[N:32].[K+:23].[K+:24].[N+:1](=[O:2])([O-:3])[c:4]1[cH:5][cH:6][c:7]2[cH:8][n:9][nH:10][c:11]2[cH:12]1.[O-:25][C:26]([O-:27])=[O:28].[OH2:29]>>[N+:1](=[O:2])([O-:3])[c:4]1[cH:5][cH:6][c:7]2[cH:8][n:9][n:10]([CH2:18][CH2:19][CH2:20][O:21][CH3:22])[c:11]2[cH:12]1. The reactants are BrC1=CC2=C(NC3=C2C=C(N=C3)F)N=C1 (3-bromo-6-fluoro-9H-dipyrido[2,3-b;4′,3′-d]pyrrole), C(C1=CC=CC=C1)C1CCN(CC1)B(O)O (4-benzylpiperidine boronic acid), 1,1′-[bis(diphenylphosphino) ferrocene]dichloropalladium(II). The solvent is C(C)#N (acetonitrile), [F-].[K+] (potassium fluoride). Reaction conditions: temperature 150 celsius. Yields the product FC1=CC=2C3=C(NC2C=N1)N=CC(=C3)C3=CC=C(C=C3)CN3CCCCC3 (6-Fluoro-3-(4-piperidin-1-ylmethyl-phenyl)-9H-dipyrido[2,3-b;4′,3′-d]pyrrole), solid. The yield is 67.0%. Reaction SMILES: Br[C:2]1[CH:15]=[N:14][C:5]2[NH:6][C:7]3[CH:12]=[N:11][C:10]([F:13])=[CH:9][C:8]=3[C:4]=2[CH:3]=1.[CH2:16](C1CCN(B(O)O)CC1)[C:17]1[CH:22]=[CH:21][CH:20]=[CH:19][CH:18]=1>C(#N)C.[F-].[K+]>[F:13][C:10]1[N:11]=[CH:12][C:7]2[NH:6][C:5]3[N:14]=[CH:15][C:2]([C:20]4[CH:19]=[CH:18][C:17]([CH2:16][N:11]5[CH2:12][CH2:7][CH2:8][CH2:9][CH2:10]5)=[CH:22][CH:21]=4)=[CH:3][C:4]=3[C:8]=2[CH:9]=1 |f:3.4|. Reported procedure: A mixture of 3-bromo-6-fluoro-9H-dipyrido[2,3-b;4′,3′-d]pyrrole (100 mg, 0.38 mmol), 4-benzylpiperidine boronic acid (123 mg, 0.56 mmol) and 1,1′-[bis(diphenylphosphino) ferrocene]dichloropalladium(II) (31 mg, 0.038 mmol) in acetonitrile (1.5 mL) and 2N aqueous potassium fluoride solution (1.5 mL) was degassed with nitrogen for 20 minutes. The reaction mixture was then heated under microwave irradiation at 150° C. for 30 minutes, allowed to cool to ambient temperature and diluted with water (3 m... The reactants are BrCC1=NC=CC=C1 (2-(bromomethyl)pyridine), N1(CCNCC1)C(=O)OC(C)(C)C (tert-butyl 1-piperazine-carboxylate), Intermediate 113. Yields the product N1=C(C=CC=C1)CN1CCN(CC1)C(=O)OC(C)(C)C (Tert-butyl 4-(pyridine-2-ylmethyl)piperazine-1-carboxylate). As a reaction SMILES: Br[CH2:2][C:3]1[CH:8]=[CH:7][CH:6]=[CH:5][N:4]=1.[N:9]1([C:15]([O:17][C:18]([CH3:21])([CH3:20])[CH3:19])=[O:16])[CH2:14][CH2:13][NH:12][CH2:11][CH2:10]1>>[N:4]1[CH:5]=[CH:6][CH:7]=[CH:8][C:3]=1[CH2:2][N:12]1[CH2:11][CH2:10][N:9]([C:15]([O:17][C:18]([CH3:21])([CH3:20])[CH3:19])=[O:16])[CH2:14][CH2:13]1. Procedure details: Prepared from 2-(bromomethyl)pyridine and tert-butyl 1-piperazine-carboxylate using the procedure described in Step A of Intermediate 113. LC/MS: m/z (ES) 278.1 (MH)+.